This data is from the Open Reaction Database (ORD), a public repository of structured organic reaction records. The task is: describe an organic reaction: reactants, conditions, products, and yield The reactants are CN(C=O)C (Dimethylformamide), C1(CCC(N1)=O)=O (succinimide), C([O-])([O-])=O.[K+].[K+] (potassium carbonate), BrCCCCC(=O)OCC (ethyl 5-bromopentanoate). Solvent: O (Water). Product: C1(CCC(N1CCCCC(=O)OCC)=O)=O (Ethyl 5-succinimidopentanoate). Isolated yield 71.8%. As a reaction SMILES: CN(C)C=O.[C:6]1(=[O:12])[NH:10][C:9](=[O:11])[CH2:8][CH2:7]1.C(=O)([O-])[O-].[K+].[K+].Br[CH2:20][CH2:21][CH2:22][CH2:23][C:24]([O:26][CH2:27][CH3:28])=[O:25]>O>[C:9]1(=[O:11])[N:10]([CH2:20][CH2:21][CH2:22][CH2:23][C:24]([O:26][CH2:27][CH3:28])=[O:25])[C:6](=[O:12])[CH2:7][CH2:8]1 |f:2.3.4|. Procedure: Dimethylformamide (800 ml) was added to a mixture of succinimide (248 g, 2.5 mol), potassium carbonate (346 g, 2.5 mol) and ethyl 5-bromopentanoate (400 g, 1.9 mol). The mixture was heated at 110°-120° C. for 3 h before being cooled to RT. Water (2.5 L) was added and the mixture was extracted with methyl tert-butylether (4×1 L). The combined extracts were washed with water (400 ml), dried (MgSO4) and evaporated in vacuo to provide the title compound (310 g, 71%) as a pale yellow oil. Starting materials: C(C=C)N(S(=O)(=O)C1=CC=C(C=C1)CCC)C(C1=CC=CC=C1)C (N-allyl-N-α-methylbenzyl-4-propylbenzenesulfonamide), ClC1=CC(=CC=C1)C(=O)OO (metachloroperbenzoic acid), peroxide, S(=O)([O-])[O-].[Na+].[Na+] (sodium sulfite). Solvent: C(Cl)(Cl)Cl (chloroform). Product: O1C(CN(S(=O)(=O)C2=CC=C(C=C2)CCC)C(C2=CC=CC=C2)C)C1 (N-(2,3-epoxypropyl)-N-α-methylbenzyl-4-propylbenzenesulfonamide). The yield is 91.0%. Reaction SMILES: [CH2:1]([N:4]([CH:17]([CH3:24])[C:18]1[CH:23]=[CH:22][CH:21]=[CH:20][CH:19]=1)[S:5]([C:8]1[CH:13]=[CH:12][C:11]([CH2:14][CH2:15][CH3:16])=[CH:10][CH:9]=1)(=[O:7])=[O:6])[CH:2]=[CH2:3].ClC1C=CC=C(C(OO)=[O:33])C=1.S([O-])([O-])=O.[Na+].[Na+]>C(Cl)(Cl)Cl>[O:33]1[CH2:3][CH:2]1[CH2:1][N:4]([CH:17]([CH3:24])[C:18]1[CH:19]=[CH:20][CH:21]=[CH:22][CH:23]=1)[S:5]([C:8]1[CH:13]=[CH:12][C:11]([CH2:14][CH2:15][CH3:16])=[CH:10][CH:9]=1)(=[O:6])=[O:7] |f:2.3.4|. Procedure: A solution of 3.27 g (0.01 mole) of N-allyl-N-α-methylbenzyl-4-propylbenzenesulfonamide in 30 ml of chloroform was admixed with 4.31 g (0.02 mole) of metachloroperbenzoic acid for reaction under reflux for 2 hours. Thereafter, an aqueous sodium sulfite solution was added to decompose the excess of the peroxide. After washing with an aqueous sodium bicarbonate solution and water, the chloroform solution was dried over anhydrous magnesium sulfate, concentrated and purified by the silica gel chroma... Starting materials: [Mg] (Magnesium), [N+](=O)([O-])C=1C=C(C=CC1)O (m-nitrophenol), C1=CC=CC=C1 (benzene), C(C)(=O)Cl (acetyl chloride). Solvent: CCOCC (ether). Conditions: temperature 90 celsius. Yields the product C(C)(=O)OC1=CC(=CC=C1)[N+](=O)[O-] (m-nitrophenyl acetate). As a reaction SMILES: [Mg].[N+:2]([C:5]1[CH:6]=[C:7]([OH:11])[CH:8]=[CH:9][CH:10]=1)([O-:4])=[O:3].C1C=CC=CC=1.[C:18](Cl)(=[O:20])[CH3:19]>CCOCC>[C:18]([O:11][C:7]1[CH:8]=[CH:9][CH:10]=[C:5]([N+:2]([O-:4])=[O:3])[CH:6]=1)(=[O:20])[CH3:19]. Procedure: Magnesium turnings (1.2 g) were added to a solution of m-nitrophenol (6.95 g), benzene (40 ml) and acetyl chloride (4 g) and the solution heated for 1 hour at 90° C. The reaction mixture was diluted with ether and decanted from unreacted magnesium. The ether layer was washed successively with water, dilute NaOH and water. The organic layer was dried (Na2SO4) and the solvent removed in vacuo to give m-nitrophenyl acetate. m.p. 55°-56° C. 1H n.m.r. δ2.4, s, 3H, H3C--CO--; 7.4-8.4, m, 4H, ArH. υmax... The reactants are CC(=O)SCC(C)C(=O)O, CC(C)(C)OC(=O)CNCC1CCCO1, ClCCl, C(=NC1CCCCC1)=NC1CCCCC1. The product is CC(=O)SCC(C)C(=O)N(CC(=O)OC(C)(C)C)CC1CCCO1. Reaction SMILES: [C:16]([CH3:17])(=[O:18])[S:19][CH2:20][CH:21]([C:22](=[O:23])[OH:24])[CH3:25].[C:1]([CH3:2])([CH3:3])([CH3:4])[O:5][C:6]([CH2:7][NH:8][CH2:9][CH:10]1[CH2:11][CH2:12][CH2:13][O:14]1)=[O:15].[CH2:41]([Cl:42])[Cl:43].[CH:26]1([N:27]=[C:28]=[N:29][CH:30]2[CH2:31][CH2:32][CH2:33][CH2:34][CH2:35]2)[CH2:36][CH2:37][CH2:38][CH2:39][CH2:40]1>>[C:1]([CH3:2])([CH3:3])([CH3:4])[O:5][C:6]([CH2:7][N:8]([CH2:9][CH:10]1[CH2:11][CH2:12][CH2:13][O:14]1)[C:22]([CH:21]([CH2:20][S:19][C:16]([CH3:17])=[O:18])[CH3:25])=[O:23])=[O:15].